Dataset: the Open Reaction Database (ORD), a public repository of structured organic reaction records. Task: describe an organic reaction: reactants, conditions, products, and yield The reactants are COC(=O)C=Cn1cnc2c(C(C)C)cc(C(C)C)cc2c1=O, Cl, O. Product: CC(C)c1cc(C(C)C)c2ncn(C=CC(=O)O)c(=O)c2c1. Reaction SMILES: [CH3:1][O:2][C:3]([CH:4]=[CH:5][n:6]1[cH:7][n:8][c:9]2[c:10]([CH:20]([CH3:21])[CH3:22])[cH:11][c:12]([CH:17]([CH3:18])[CH3:19])[cH:13][c:14]2[c:15]1=[O:16])=[O:23].[ClH:24].[OH2:25]>>[O:2]=[C:3]([CH:4]=[CH:5][n:6]1[cH:7][n:8][c:9]2[c:10]([CH:20]([CH3:21])[CH3:22])[cH:11][c:12]([CH:17]([CH3:18])[CH3:19])[cH:13][c:14]2[c:15]1=[O:16])[OH:23]. The reactants are BrC1CCCCCC1, C=CC#N, Cc1ccccc1, CCCC[SnH](CCCC)CCCC, CC(C)(C#N)N=NC(C)(C)C#N. Product: N#CCCC1CCCCCC1. As a reaction SMILES: [Br:1][CH:2]1[CH2:3][CH2:4][CH2:5][CH2:6][CH2:7][CH2:8]1.[CH2:22]=[CH:23][C:24]#[N:25].[CH3:38][c:39]1[cH:40][cH:41][cH:42][cH:43][cH:44]1.[CH3:9][CH2:10][CH2:11][CH2:12][SnH:13]([CH2:14][CH2:15][CH2:16][CH3:17])[CH2:18][CH2:19][CH2:20][CH3:21].[N:26]#[C:27][C:28]([N:29]=[N:30][C:31]([C:32]#[N:33])([CH3:34])[CH3:35])([CH3:36])[CH3:37]>>[CH:2]1([CH2:22][CH2:23][C:24]#[N:25])[CH2:3][CH2:4][CH2:5][CH2:6][CH2:7][CH2:8]1. The reactants are C1COCCO1, CO, COC1Cc2ccccc2C1NC(=O)OC(C)(C)C, Cl. Product: COC1Cc2ccccc2C1N, Cl. Reaction SMILES: [CH2:21]1[O:22][CH2:23][CH2:24][O:25][CH2:26]1.[CH3:27][OH:28].[CH3:2][O:3][CH:4]1[CH:5]([NH:13][C:14](=[O:15])[O:16][C:17]([CH3:18])([CH3:19])[CH3:20])[c:6]2[cH:7][cH:8][cH:9][cH:10][c:11]2[CH2:12]1.[ClH:1]>>[CH3:2][O:3][CH:4]1[CH:5]([NH2:13])[c:6]2[cH:7][cH:8][cH:9][cH:10][c:11]2[CH2:12]1.[ClH:1]. Starting materials: Nc1nc(=O)[nH]cc1Br, CC(=O)OC1OC(C)C(OC(C)=O)C1OC(C)=O, O=C([O-])O, ClCCl, CN([SiH](C)C)[Si](C)(C)C, Cc1ccccc1, [NH4+], [NH4+], [Na+], O=S(=O)([O-])[O-], O. Product: CC(=O)OC1C(C)OC(n2cc(Br)c(N)nc2=O)C1OC(C)=O. Reaction SMILES: [Br:1][c:2]1[c:3]([NH2:9])[n:4][c:5](=[O:8])[nH:6][cH:7]1.[C:26]([O:27][CH:30]1[CH:31]([O:32][C:33]([CH3:34])=[O:35])[CH:36]([O:37][C:38]([CH3:39])=[O:40])[CH:41]([CH3:43])[O:42]1)(=[O:28])[CH3:29].[C:44](=[O:45])([OH:46])[O-:47].[CH2:56]([Cl:57])[Cl:58].[CH3:17][SiH:18]([CH3:19])[N:20]([CH3:21])[Si:22]([CH3:23])([CH3:24])[CH3:25].[CH3:49][c:50]1[cH:51][cH:52][cH:53][cH:54][cH:55]1.[NH4+:10].[NH4+:11].[Na+:48].[O-:12][S:13](=[O:14])(=[O:15])[O-:16].[OH2:59]>>[Br:1][c:2]1[c:3]([NH2:9])[n:4][c:5](=[O:8])[n:6]([CH:30]2[CH:31]([O:32][C:33]([CH3:34])=[O:35])[CH:36]([O:37][C:38]([CH3:39])=[O:40])[CH:41]([CH3:43])[O:42]2)[cH:7]1. The reactants are C(C)(=O)C(C(C(C(=O)OCC1=CC=CC=C1)C(=O)NC1=CC(=CC=C1)C(F)(F)F)C1=CC=C(C=C1)C#N)C(C)=O (Benzyl 4-acetyl-3-(4-cyanophenyl)-5-oxo-2-({[3-(trifluoromethyl)phenyl]amino}carbonyl)hexanoate), S(=O)(=O)([O-])[O-].[Mg+2] (magnesium sulfate). Run in C(C)O (ethanol). Run at time 8 hour. Yields the product C(C)(=O)C=1C(C(C(N(C1C)C1=CC(=CC=C1)C(F)(F)F)=O)C(=O)OCC1=CC=CC=C1)C1=CC=C(C=C1)C#N (Benzyl 5-acetyl-4-(4-cyanophenyl)-6-methyl-2-oxo-1-[3-(trifluoromethyl)phenyl]-1,2,3,4-tetrahydropyridine-3-carboxylate). As a reaction SMILES: [C:1]([CH:4]([C:38](=O)[CH3:39])[CH:5]([C:30]1[CH:35]=[CH:34][C:33]([C:36]#[N:37])=[CH:32][CH:31]=1)[CH:6]([C:17]([NH:19][C:20]1[CH:25]=[CH:24][CH:23]=[C:22]([C:26]([F:29])([F:28])[F:27])[CH:21]=1)=[O:18])[C:7]([O:9][CH2:10][C:11]1[CH:16]=[CH:15][CH:14]=[CH:13][CH:12]=1)=[O:8])(=[O:3])[CH3:2].S([O-])([O-])(=O)=O.[Mg+2]>C(O)C>[C:1]([C:4]1[CH:5]([C:30]2[CH:35]=[CH:34][C:33]([C:36]#[N:37])=[CH:32][CH:31]=2)[CH:6]([C:7]([O:9][CH2:10][C:11]2[CH:16]=[CH:15][CH:14]=[CH:13][CH:12]=2)=[O:8])[C:17](=[O:18])[N:19]([C:20]2[CH:25]=[CH:24][CH:23]=[C:22]([C:26]([F:28])([F:29])[F:27])[CH:21]=2)[C:38]=1[CH3:39])(=[O:3])[CH3:2] |f:1.2|. Procedure details: A suspension of benzyl 4-acetyl-3-(4-cyanophenyl)-5-oxo-2-({[3-(trifluoromethyl)phenyl]amino}carbonyl)hexanoate (7.5 g, 15.6 mmol) (Example 5A), anhydrous magnesium sulfate (15 g, 125 mmol) and Amberlyst 15® (7.5 g) in ethanol (300 ml) is stirred overnight at reflux. The reaction is cooled to room temperature, filtered through a pad of celite and concentrated in vacuo. The residue is purified by flash chromatography over silica gel 60 with cyclohexane/ethyl acetate mixtures as eluent. The reactants are C1(=CC=CC=C1)P(C1=CC=CC=C1)C1=CC=CC=C1 (triphenylphosphine), C(Br)(Br)(Br)Br (carbon tetrabromide), IC=1C(=CC2=CC=CC=C2C1)CO ((3-iodo-2-naphthyl)methanol). The solvent is C(Cl)Cl (CH2Cl2), C(Cl)Cl (CH2Cl2). Run at time 4 hour. Yields the product BrCC1=CC2=CC=CC=C2C=C1I (2-(bromomethyl)-3-iodonaphthalene). Yield: 90.7%. As a reaction SMILES: C1(P(C2C=CC=CC=2)C2C=CC=CC=2)C=CC=CC=1.[C:20]([Br:24])(Br)(Br)Br.[I:25][C:26]1[C:27](CO)=[CH:28][C:29]2[C:34]([CH:35]=1)=[CH:33][CH:32]=[CH:31][CH:30]=2>C(Cl)Cl>[Br:24][CH2:20][C:27]1[C:26]([I:25])=[CH:35][C:34]2[C:29](=[CH:30][CH:31]=[CH:32][CH:33]=2)[CH:28]=1. Procedure details: A solution of triphenylphosphine (469 mg, 1.79 mmol) in dry CH2Cl2 (2 mL) was added dropwise to a stirred solution of carbon tetrabromide (592 mg, 1.79 mmol) and (3-iodo-2-naphthyl)methanol (423 mg, 1.49 mmol) in dry CH2Cl2 (11 mL) at room temperature under N2. The reaction was stirred for 4 h at room temperature and was concentrated in vacuo to give the crude product. This was purified by flash chromatography (Si, 25×160 mm, 0-50% EtOAc in hexanes gradient) to afford 2-(bromomethyl)-3-iodonapht... The reactants are CC(C)C[Al+]CC(C)C, COC(=O)CCc1cnoc1-c1ccc(OC)c(OC)c1, Cl, [H-], C1CCOC1. Product: COc1ccc(-c2oncc2CCCO)cc1OC. As a reaction SMILES: [CH2:23]([Al+:24][CH2:25][CH:26]([CH3:27])[CH3:28])[CH:29]([CH3:30])[CH3:31].[CH3:1][O:2][c:3]1[cH:4][c:5](-[c:11]2[c:12]([CH2:16][CH2:17][C:18](=[O:19])[O:20][CH3:21])[cH:13][n:14][o:15]2)[cH:6][cH:7][c:8]1[O:9][CH3:10].[ClH:32].[H-:22].[O:33]1[CH2:34][CH2:35][CH2:36][CH2:37]1>>[CH3:1][O:2][c:3]1[cH:4][c:5](-[c:11]2[c:12]([CH2:16][CH2:17][CH2:18][OH:19])[cH:13][n:14][o:15]2)[cH:6][cH:7][c:8]1[O:9][CH3:10]. The reactants are O1C(COC2=C(C=C(C=C2)C=2CCC(NN2)=O)[N+](=O)[O-])C1 (6-[4-(2,3-epoxypropoxy)-3-nitrophenyl]-4,5-dihydro-3(2H)-pyridazinone), C(C)(C)(C)N (t-butylamine). The solvent is CO (methanol). Yields the product C(C)(C)(C)NCC(COC1=C(C=C(C=C1)C=1CCC(NN1)=O)[N+](=O)[O-])O (6-[4-(3-t-butylamino-2-hydroxypropoxy)-3-nitrophenyl]-4,5-dihydro-3(2H)-pyridazinone). Isolated yield 70.4%. As a reaction SMILES: [O:1]1[CH2:21][CH:2]1[CH2:3][O:4][C:5]1[CH:10]=[CH:9][C:8]([C:11]2[CH2:12][CH2:13][C:14](=[O:17])[NH:15][N:16]=2)=[CH:7][C:6]=1[N+:18]([O-:20])=[O:19].[C:22]([NH2:26])([CH3:25])([CH3:24])[CH3:23]>CO>[C:22]([NH:26][CH2:21][CH:2]([OH:1])[CH2:3][O:4][C:5]1[CH:10]=[CH:9][C:8]([C:11]2[CH2:12][CH2:13][C:14](=[O:17])[NH:15][N:16]=2)=[CH:7][C:6]=1[N+:18]([O-:20])=[O:19])([CH3:25])([CH3:24])[CH3:23]. Reported procedure: A stirred mixture of crude 6-[4-(2,3-epoxypropoxy)-3-nitrophenyl]-4,5-dihydro-3(2H)-pyridazinone (3.3 g, 0.011 mole), methanol (70 ml), and t-butylamine (7.2 ml, 0.068 mole), was gently heated under reflux for 105 minutes. The filtered solution was evaporated under reduced pressure to an orange coloured foam (4 g, 97%). The crude base (3.77 g) was digested with water (200 ml) and glacial acetic acid added to pH 4, then the solution filtered and washed with dichloromethane (3 × 100 ml). The aqueo... The reactants are CCO, Fc1ccc2c(c1)OCC=C2, [H][H]. Product: Fc1ccc2c(c1)OCCC2. As a reaction SMILES: [CH3:14][CH2:15][OH:16].[F:1][c:2]1[cH:3][c:4]2[c:5]([cH:10][cH:11]1)[CH:6]=[CH:7][CH2:8][O:9]2.[H:12][H:13]>>[F:1][c:2]1[cH:3][c:4]2[c:5]([cH:10][cH:11]1)[CH2:6][CH2:7][CH2:8][O:9]2. Starting materials: FC(C(=O)O)(F)F (Trifluoroacetic acid), C1(=CC=CC=C1)C=1C=C(C=NC1)C(=O)NC1=C(C(=O)OC(C)(C)C)C=CC(=C1)N1N=CC=C1 (tert-butyl 2-(5-phenylpyridine-3-carboxamido)-4-(1H-pyrazol-1-yl)benzoate). Run at time 4 hour. The product is C1(=CC=CC=C1)C=1C=C(C=NC1)C(=O)NC1=C(C(=O)O)C=CC(=C1)N1N=CC=C1 (2-(5-phenylpyridine-3-carboxamido)-4-(1H-pyrazol-1-yl)benzoic acid). Isolated yield 89.3%. Reaction SMILES: FC(F)(F)C(O)=O.[C:8]1([C:14]2[CH:15]=[C:16]([C:20]([NH:22][C:23]3[CH:35]=[C:34]([N:36]4[CH:40]=[CH:39][CH:38]=[N:37]4)[CH:33]=[CH:32][C:24]=3[C:25]([O:27]C(C)(C)C)=[O:26])=[O:21])[CH:17]=[N:18][CH:19]=2)[CH:13]=[CH:12][CH:11]=[CH:10][CH:9]=1>>[C:8]1([C:14]2[CH:15]=[C:16]([C:20]([NH:22][C:23]3[CH:35]=[C:34]([N:36]4[CH:40]=[CH:39][CH:38]=[N:37]4)[CH:33]=[CH:32][C:24]=3[C:25]([OH:27])=[O:26])=[O:21])[CH:17]=[N:18][CH:19]=2)[CH:9]=[CH:10][CH:11]=[CH:12][CH:13]=1. Reported procedure: Trifluoroacetic acid (5 mL) was added to the obtained tert-butyl 2-(5-phenylpyridine-3-carboxamido)-4-(1H-pyrazol-1-yl)benzoate (68 mg), followed by stirring at room temperature for 4 hours. The solvent was evaporated under reduced pressure, and methanol was added to the obtained residue. The solid substance was collected by filtration to obtain 53 mg of 2-(5-phenylpyridine-3-carboxamido)-4-(1H-pyrazol-1-yl)benzoic acid.